From a dataset of the Open Reaction Database (ORD), a public repository of structured organic reaction records. describe an organic reaction: reactants, conditions, products, and yield The product is N12C[C@@H](C(CC1)CC2)OC2=NC=C(C=N2)C2=C1C=CNC1=CC=C2 (4-{2-[(3R)-1-azabicyclo[2.2.2]oct-3-yloxy]pyrimidin-5-yl}-1H-indole). The reactants are BrC=1C=NC(=NC1)O[C@H]1CN2CCC1CC2 ((3R)-3-[(5-bromopyrimidin-2-yl)oxy]quinuclidine), CC1(OB(OC1(C)C)C1=C2C=CNC2=CC=C1)C (4-(4,4,5,5-tetra-methyl-[1,3,2]dioxaborolan-2-yl)-1H-indole). Reported procedure: The product of Example 11A (170 mg, 0.6 mmol) was coupled with 4-(4,4,5,5-tetra-methyl-[1,3,2]dioxaborolan-2-yl)-1H-indole ((ref. WO02055517, 146 mg, 0.6 mmol) according to the procedure in Example 8A. The title compound was purified by chromatography (SiO2, CH2Cl2:MeOH:NH3.H2O, 90:10:1, Rf. 0.10) as a solid (76 mg, yield, 40%). 1H NMR (300 MHz, CD3OD) δ 1.50–1.64 (m, 1H), 1.67–1.93 (m, 2H), 2.05–2.19 (m, 1H), 2.25–2.33 (m, 1H), 2.73–3.12 (m, 5H), 3.39–3.50 (m, 1H), 5.17–5.25 (m, 1H), 6.55 (dd, ... RXN SMILES: Br[C:2]1[CH:3]=[N:4][C:5]([O:8][C@@H:9]2[CH:14]3[CH2:15][CH2:16][N:11]([CH2:12][CH2:13]3)[CH2:10]2)=[N:6][CH:7]=1.CC1(C)C(C)(C)OB([C:25]2[CH:33]=[CH:32][CH:31]=[C:30]3[C:26]=2[CH:27]=[CH:28][NH:29]3)O1>>[N:11]12[CH2:16][CH2:15][CH:14]([CH2:13][CH2:12]1)[C@@H:9]([O:8][C:5]1[N:4]=[CH:3][C:2]([C:25]3[CH:33]=[CH:32][CH:31]=[C:30]4[C:26]=3[CH:27]=[CH:28][NH:29]4)=[CH:7][N:6]=1)[CH2:10]2. Reactants: C1(=CC=CC=C1)COC(NC[C@H]1CN(C[C@H]1O)CCC1=CC=NC2=CC=C(N=C12)OC)=O (phenylmethyl[((3S,4S)-4-hydroxy-1-{2-[6-(methyloxy)-1,5-naphthyridin-4-yl]ethyl}-3-pyrrolidinyl)methyl]carbamate). Reagents/catalysts: [OH-].[OH-].[Pd+2] (Pd(OH)2). Solvent: CO (MeOH). Run at time 8 hour. Yields the product NC[C@@H]1[C@@H](CN(C1)CCC1=CC=NC2=CC=C(N=C12)OC)O ((3S,4S)-4-(aminomethyl)-1-{2-[6-(methyloxy)-1,5-naphthyridin-4-yl]ethyl}-3-pyrrolidinol). As a reaction SMILES: C1(COC(=O)[NH:10][CH2:11][C@@H:12]2[C@H:16]([OH:17])[CH2:15][N:14]([CH2:18][CH2:19][C:20]3[C:29]4[C:24](=[CH:25][CH:26]=[C:27]([O:30][CH3:31])[N:28]=4)[N:23]=[CH:22][CH:21]=3)[CH2:13]2)C=CC=CC=1>CO.[OH-].[OH-].[Pd+2]>[NH2:10][CH2:11][C@H:12]1[CH2:13][N:14]([CH2:18][CH2:19][C:20]2[C:29]3[C:24](=[CH:25][CH:26]=[C:27]([O:30][CH3:31])[N:28]=3)[N:23]=[CH:22][CH:21]=2)[CH2:15][C@H:16]1[OH:17] |f:2.3.4|. Procedure details: To a solution of phenylmethyl[((3S,4S)-4-hydroxy-1-{2-[6-(methyloxy)-1,5-naphthyridin-4-yl]ethyl}-3-pyrrolidinyl)methyl]carbamate (1.46 g, 3.34 mmole) in MeOH (100 mL) in a round bottom flask was added Pd(OH)2 (˜100 mg). The reaction contents were stirred under a balloon of H2 overnight at RT. The reaction contents were filtered through Celite® (MeOH) and concentrated to give the title compound (x g, quant.) as a light yellow foam: LC-MS (ES) m/e 303 (M+H)+.